This data is from the Open Reaction Database (ORD), a public repository of structured organic reaction records. The task is: describe an organic reaction: reactants, conditions, products, and yield Product: COc1ccc2c(OC3CCC3)nc(Nc3cc(C)[nH]n3)cc2c1. As a reaction SMILES: [CH:21]1([OH:25])[CH2:22][CH2:23][CH2:24]1.[Cl:1][c:2]1[n:3][c:4]([NH:14][c:15]2[n:16][nH:17][c:18]([CH3:20])[cH:19]2)[cH:5][c:6]2[cH:7][c:8]([O:12][CH3:13])[cH:9][cH:10][c:11]12>>[c:2]1([O:25][CH:21]2[CH2:22][CH2:23][CH2:24]2)[n:3][c:4]([NH:14][c:15]2[n:16][nH:17][c:18]([CH3:20])[cH:19]2)[cH:5][c:6]2[cH:7][c:8]([O:12][CH3:13])[cH:9][cH:10][c:11]12. The reactants are OC1CCC1, COc1ccc2c(Cl)nc(Nc3cc(C)[nH]n3)cc2c1. As a reaction SMILES: [Br:1][c:2]1[n:3][c:4](-[c:7]2[n:8][n:9]([C:16]([c:17]3[cH:18][cH:19][cH:20][cH:21][cH:22]3)([c:23]3[cH:24][cH:25][cH:26][cH:27][cH:28]3)[c:29]3[cH:30][cH:31][cH:32][cH:33][cH:34]3)[c:10]3[n:11][cH:12][cH:13][cH:14][c:15]23)[s:5][cH:6]1.[CH2:41]([CH:42]([CH3:43])[CH3:44])[CH:45]1[N:46]([C:51](=[O:52])[O:53][C:54]([CH3:55])([CH3:56])[CH3:57])[CH2:47][CH2:48][NH:49][CH2:50]1.[CH3:35][C:36]([CH3:37])([O-:38])[CH3:39].[CH3:58][c:59]1[cH:60][cH:61][cH:62][cH:63][cH:64]1.[CH3:65][CH2:66][O:67][C:68]([CH3:69])=[O:70].[Na+:40]>>[c:2]1([N:49]2[CH2:48][CH2:47][N:46]([C:51](=[O:52])[O:53][C:54]([CH3:55])([CH3:56])[CH3:57])[CH:45]([CH2:41][CH:42]([CH3:43])[CH3:44])[CH2:50]2)[n:3][c:4](-[c:7]2[n:8][n:9]([C:16]([c:17]3[cH:18][cH:19][cH:20][cH:21][cH:22]3)([c:23]3[cH:24][cH:25][cH:26][cH:27][cH:28]3)[c:29]3[cH:30][cH:31][cH:32][cH:33][cH:34]3)[c:10]3[n:11][cH:12][cH:13][cH:14][c:15]23)[s:5][cH:6]1. Product: CC(C)CC1CN(c2csc(-c3nn(C(c4ccccc4)(c4ccccc4)c4ccccc4)c4ncccc34)n2)CCN1C(=O)OC(C)(C)C. Starting materials: Brc1csc(-c2nn(C(c3ccccc3)(c3ccccc3)c3ccccc3)c3ncccc23)n1, CC(C)CC1CNCCN1C(=O)OC(C)(C)C, CC(C)(C)[O-], Cc1ccccc1, CCOC(C)=O, [Na+]. Reactants: CC(C)O, NC(=O)c1ccccc1Nc1nc(Cl)ncc1Cl, Cl, Nc1cccc(CN2CCCC2)c1. The product is NC(=O)c1ccccc1Nc1nc(Nc2cccc(CN3CCCC3)c2)ncc1Cl. As a reaction SMILES: [CH:33]([OH:34])([CH3:35])[CH3:36].[Cl:1][c:2]1[n:3][cH:4][c:5]([Cl:18])[c:6]([NH:8][c:9]2[c:10]([C:11](=[O:12])[NH2:13])[cH:14][cH:15][cH:16][cH:17]2)[n:7]1.[ClH:32].[N:19]1([CH2:24][c:25]2[cH:26][c:27]([NH2:28])[cH:29][cH:30][cH:31]2)[CH2:20][CH2:21][CH2:22][CH2:23]1>>[c:2]1([NH:28][c:27]2[cH:26][c:25]([CH2:24][N:19]3[CH2:20][CH2:21][CH2:22][CH2:23]3)[cH:31][cH:30][cH:29]2)[n:3][cH:4][c:5]([Cl:18])[c:6]([NH:8][c:9]2[c:10]([C:11](=[O:12])[NH2:13])[cH:14][cH:15][cH:16][cH:17]2)[n:7]1. Reactants: SCC(C(=O)O)CC(=O)O (mercaptomethylbutanedioic acid). Solvent: O (water). Product: O=C1CC(CS1)C(=O)O (tetrahydro-5-oxo-3-thiophenecarboxylic acid), III/IV. Reaction SMILES: [SH:1][CH2:2][CH:3]([CH2:7][C:8]([OH:10])=O)[C:4]([OH:6])=[O:5]>O>[O:10]=[C:8]1[S:1][CH2:2][CH:3]([C:4]([OH:6])=[O:5])[CH2:7]1. Procedure: Cyclisation of mercaptomethylbutanedioic acid by heating at from 100° C. to 160° C., with the removal of water, to form tetrahydro-5-oxo-3-thiophenecarboxylic acid of formula V (US 90-583537; Suppl. Vol.18, E III/IV, p. 5265). Reactants: COC(=O)C1CC(S(=O)(=O)c2ccc(F)cc2C(F)(F)F)CN1c1cc(C)nn1-c1ccnc(Cl)c1, [Li+], [OH-]. RXN SMILES: [CH3:1][O:2][C:3](=[O:4])[CH:5]1[N:6]([c:24]2[n:25](-[c:30]3[cH:31][c:32]([Cl:36])[n:33][cH:34][cH:35]3)[n:26][c:27]([CH3:29])[cH:28]2)[CH2:7][CH:8]([S:10](=[O:11])(=[O:12])[c:13]2[c:14]([C:20]([F:21])([F:22])[F:23])[cH:15][c:16]([F:19])[cH:17][cH:18]2)[CH2:9]1.[Li+:37].[OH-:38]>>[O:2]=[C:3]([OH:4])[CH:5]1[N:6]([c:24]2[n:25](-[c:30]3[cH:31][c:32]([Cl:36])[n:33][cH:34][cH:35]3)[n:26][c:27]([CH3:29])[cH:28]2)[CH2:7][CH:8]([S:10](=[O:11])(=[O:12])[c:13]2[c:14]([C:20]([F:21])([F:22])[F:23])[cH:15][c:16]([F:19])[cH:17][cH:18]2)[CH2:9]1. Yields the product Cc1cc(N2CC(S(=O)(=O)c3ccc(F)cc3C(F)(F)F)CC2C(=O)O)n(-c2ccnc(Cl)c2)n1. The reactants are C=1C=CC(=CC1)NC(=O)CCCCCCC(=O)NO (vorinostat), NC1=CC=CC=C1 (aniline), C(CCCCCCC(=O)O)(=O)O (suberic acid), C1(CCCCCCC(=O)O1)=O (suberic anhydride). Yields the product C(CCCCCCC(=O)NC1=CC=CC=C1)(=O)O (suberanilic acid). Reaction SMILES: [CH:1]1[CH:2]=[CH:3][C:4]([NH:7][C:8]([CH2:10][CH2:11][CH2:12][CH2:13][CH2:14][CH2:15][C:16](NO)=[O:17])=[O:9])=[CH:5][CH:6]=1.C(O)(=O)CCCCCCC(O)=[O:28].C1(=O)OC(=O)CCCCCC1.NC1C=CC=CC=1>>[C:16]([OH:17])(=[O:28])[CH2:15][CH2:14][CH2:13][CH2:12][CH2:11][CH2:10][C:8]([NH:7][C:4]1[CH:3]=[CH:2][CH:1]=[CH:6][CH:5]=1)=[O:9]. Procedure: Another process for the preparation of vorinostat has been reported in OPPI Briefs, 2001, vol. 33(4), pages 391-394. The reported process, illustrated in Scheme 6, involves conversion of suberic acid to suberic anhydride, which on treatment with aniline gives suberanilic acid. Coupling of this suberanilic acid with ethyl chloroformate gives a mixed anhydride which upon treatment with hydroxylamine gives vorinostat in an overall yield of 58%. In the first step, there is competition between the fo... Reactants: CC(=O)SCC(C(=O)O)C(C)c1ccccc1, CCCCC(N)C(=O)OCc1ccccc1. Yields the product CCCCC(NC(=O)C(CSC(C)=O)C(C)c1ccccc1)C(=O)OCc1ccccc1. RXN SMILES: [C:1]([CH3:2])(=[O:3])[S:4][CH2:5][CH:6]([C:7](=[O:8])[OH:9])[CH:10]([CH3:11])[c:12]1[cH:13][cH:14][cH:15][cH:16][cH:17]1.[CH2:18]([c:19]1[cH:20][cH:21][cH:22][cH:23][cH:24]1)[O:25][C:26]([CH:27]([NH2:28])[CH2:29][CH2:30][CH2:31][CH3:32])=[O:33]>>[C:1]([CH3:2])(=[O:3])[S:4][CH2:5][CH:6]([C:7](=[O:9])[NH:28][CH:27]([C:26]([O:25][CH2:18][c:19]1[cH:20][cH:21][cH:22][cH:23][cH:24]1)=[O:33])[CH2:29][CH2:30][CH2:31][CH3:32])[CH:10]([CH3:11])[c:12]1[cH:13][cH:14][cH:15][cH:16][cH:17]1. Starting materials: N(C1=CC=CC=C1)C1=NC=C2C(=N1)N(C(N(C2)C2=C(C=CC=C2C)Cl)=O)C2=CC(=CC=C2)CCOS(=O)(=O)C (7-anilino-3-(2-chloro-6-methylphenyl)-3,4-dihydro-1-[3-(2-methanesulfonyloxyethyl)phenyl]pyrimido[4,5-d]pyrimidin-2(1H)-one), C1(C=2C(C(N1)=O)=CC=CC2)=O.[K] (potassium phthalimide). Run in CN(C=O)C (dimethylformamide). Run at temperature 90 celsius. Yields the product N(C1=CC=CC=C1)C1=NC=C2C(=N1)N(C(N(C2)C2=C(C=CC=C2C)Cl)=O)C2=CC(=CC=C2)CCN2C(C=1C(C2=O)=CC=CC1)=O (7-anilino-3-(2-chloro-6-methylphenyl)-3,4-dihydro-1-[3-(2-phthalimidoethyl)phenyl]-pyrimido[4,5-d]pyrimidin-2(1H)-one). The yield is 99.1%. RXN SMILES: [NH:1]([C:8]1[N:13]=[C:12]2[N:14]([C:27]3[CH:32]=[CH:31][CH:30]=[C:29]([CH2:33][CH2:34]OS(C)(=O)=O)[CH:28]=3)[C:15](=[O:26])[N:16]([C:18]3[C:23]([CH3:24])=[CH:22][CH:21]=[CH:20][C:19]=3[Cl:25])[CH2:17][C:11]2=[CH:10][N:9]=1)[C:2]1[CH:7]=[CH:6][CH:5]=[CH:4][CH:3]=1.[C:40]1(=[O:50])[NH:44][C:43](=[O:45])[C:42]2=[CH:46][CH:47]=[CH:48][CH:49]=[C:41]12.[K]>CN(C)C=O>[NH:1]([C:8]1[N:13]=[C:12]2[N:14]([C:27]3[CH:32]=[CH:31][CH:30]=[C:29]([CH2:33][CH2:34][N:44]4[C:40](=[O:50])[C:41]5=[CH:49][CH:48]=[CH:47][CH:46]=[C:42]5[C:43]4=[O:45])[CH:28]=3)[C:15](=[O:26])[N:16]([C:18]3[C:23]([CH3:24])=[CH:22][CH:21]=[CH:20][C:19]=3[Cl:25])[CH2:17][C:11]2=[CH:10][N:9]=1)[C:2]1[CH:7]=[CH:6][CH:5]=[CH:4][CH:3]=1 |f:1.2,^1:50|. Procedure details: A solution of 233 mg (0.41 mmol) of 7-anilino-3-(2-chloro-6-methylphenyl)-3,4-dihydro-1-[3-(2-methanesulfonyloxyethyl)phenyl]pyrimido[4,5-d]pyrimidin-2(1H)-one in 10 ml of dimethylformamide was treated with 100 mg (0.54 mmol) of potassium phthalimide and the mixture heated at 90° C. for 3 hours. The mixture was cooled and evaporated. The residue was partitioned between 50 ml of ethyl acetate and 50 ml of water. The organic phase was dried over magnesium sulfate, filtered and evaporated to give 2... The reactants are C1(=CC=C(C=C1)S(=O)(=O)C#N)C (p-toluenesulfonyl cyanide), CN=[N+]=[N-] (methyl azide). Run in C1=CC=CC=C1 (benzene). Yields the product CN1N=NN=C1S(=O)(=O)C1=CC=C(C=C1)C (1-Methyl-5-p-Toluenesulfonyltetrazole). Reaction SMILES: [C:1]1([CH3:12])[CH:6]=[CH:5][C:4]([S:7]([C:10]#[N:11])(=[O:9])=[O:8])=[CH:3][CH:2]=1.[CH3:13][N:14]=[N+:15]=[N-:16]>C1C=CC=CC=1>[CH3:13][N:14]1[C:10]([S:7]([C:4]2[CH:3]=[CH:2][C:1]([CH3:12])=[CH:6][CH:5]=2)(=[O:8])=[O:9])=[N:11][N:16]=[N:15]1. Procedure details: A mixture of 36.2 g. (0.2 mol.) of p-toluenesulfonyl cyanide [M. J. Cox and R. Ghosh, Tet. Letters, 3351 (1969)] and 50 g. (0.9 mol.) of methyl azide [O. Dimroth, Ber., 38, 1572 (1905)] in 100 ml. of benzene is heated in a sealed bomb at 80° for 4 hours. The reaction mixture is filtered and allowed to cool to give 42 g. of crystallize product, m.p. 110°-111° C. Starting materials: C1(CCCC1)C[C@@H](C(=O)NC=1SC(=CN1)SC#N)C1=CC=C(C=C1)S(=O)(=O)C ((R)-3-cyclopentyl-2-(4-methanesulfonyl-phenyl)-N-(5-thiocyanato-thiazol-2-yl)-propionamide), SC[C@@H](O)[C@H](O)CS (dithiothreitol), ClCCN(CC)CC (2-Chloroethyl-diethylamine), C([O-])([O-])=O.[K+].[K+] (potassium carbonate), [I-].[K+] (potassium iodide). The solvent is CO (methanol), C(Cl)Cl (DCM), C(Cl)Cl (DCM), O (Water). Reaction conditions: time 1 hour. The product is C1(CCCC1)C[C@@H](C(=O)NC=1SC(=CN1)SCCN(CC)CC)C1=CC=C(C=C1)S(=O)(=O)C ((R)-3-cyclopentyl-N-[5-(2-diethylamino-ethylsulfanyl)-thiazol-2-yl]-2-(4-methanesulfonyl-phenyl)-propionamide). As a reaction SMILES: [CH:1]1([CH2:6][C@H:7]([C:19]2[CH:24]=[CH:23][C:22]([S:25]([CH3:28])(=[O:27])=[O:26])=[CH:21][CH:20]=2)[C:8]([NH:10][C:11]2[S:12][C:13]([S:16]C#N)=[CH:14][N:15]=2)=[O:9])[CH2:5][CH2:4][CH2:3][CH2:2]1.SC[C@H]([C@@H](CS)O)O.Cl[CH2:38][CH2:39][N:40]([CH2:43][CH3:44])[CH2:41][CH3:42].C(=O)([O-])[O-].[K+].[K+].[I-].[K+]>CO.C(Cl)Cl.O>[CH:1]1([CH2:6][C@H:7]([C:19]2[CH:20]=[CH:21][C:22]([S:25]([CH3:28])(=[O:26])=[O:27])=[CH:23][CH:24]=2)[C:8]([NH:10][C:11]2[S:12][C:13]([S:16][CH2:38][CH2:39][N:40]([CH2:43][CH3:44])[CH2:41][CH3:42])=[CH:14][N:15]=2)=[O:9])[CH2:2][CH2:3][CH2:4][CH2:5]1 |f:3.4.5,6.7|. Procedure: To a solution of (R)-3-cyclopentyl-2-(4-methanesulfonyl-phenyl)-N-(5-thiocyanato-thiazol-2-yl)-propionamide (200 mg, 0.46 mmol) in methanol (2.5 mL) and DCM (2.5 mL) was added dithiothreitol (71 mg, 0.46 mmol), and the mixture was stirred at room temperature for 1 h. 2-Chloroethyl-diethylamine (158 mg, 0.92 mmol), potassium carbonate (235 mg, 0.46 mmol), and potassium iodide (10 mg) were added and the reaction mixture was stirred for another 3 h at room temperature. Water (5 mL) and DCM (10 mL) ...